Dataset: the Open Reaction Database (ORD), a public repository of structured organic reaction records. Task: describe an organic reaction: reactants, conditions, products, and yield The reactants are ice, Cl (HCl), C(CCC)OB(OCCCC)OCCCC (tri-n-butylborate), [H-].[Na+] (sodium hydride), C(C)(C)(C)[Li] (tert-butyllithium), BrC1=C2C=CNC2=CC=C1 (4-bromoindole). The solvent is O1CCCC1 (tetrahydrofuran). Reaction conditions: temperature 0 celsius, time 15 minute. Yields the product N1C=CC=2C(=CC=CC12)B(O)O (4-Indoleboronic Acid). Yield: 46.0%. As a reaction SMILES: [H-].[Na+].Br[C:4]1[CH:12]=[CH:11][CH:10]=[C:9]2[C:5]=1[CH:6]=[CH:7][NH:8]2.C([Li])(C)(C)C.C([O:22][B:23](OCCCC)[O:24]CCCC)CCC.Cl>O1CCCC1>[NH:8]1[C:9]2[CH:10]=[CH:11][CH:12]=[C:4]([B:23]([OH:24])[OH:22])[C:5]=2[CH:6]=[CH:7]1 |f:0.1|. Procedure details: To a suspension of sodium hydride (130 mg, 5.41 mmol) in anhydrous tetrahydrofuran (20 mL) was added 4-bromoindole (973 mg, 4.96 mmol) (see Kosuge et al. supra) at 0° C. After 15 min. of stirring at 0° C., the reaction was cooled to −78° C., and tert-butyllithium (10.2 mmol, 1.7 M in hexane) (Aldrich) was added dropwise (a white precipitate immediately formed). After 10 min. tri-n-butylborate (2.75 mL, 10.2 mmol) (Aldrich) was added dropwise. The reaction was allowed to slowly warm to room tempe... Reactants: O=C([O-])[O-], COCCBr, CS(C)=O, O=C(NCC1(O)CCCCCC1)c1cc(-n2nc[nH]c2=O)ccc1Cl, [Cs+], [Cs+], O. The product is COCCn1cnn(-c2ccc(Cl)c(C(=O)NCC3(O)CCCCCC3)c2)c1=O. As a reaction SMILES: [C:26](=[O:27])([O-:28])[O-:29].[CH3:32][O:33][CH2:34][CH2:35][Br:36].[CH3:37][S:38]([CH3:39])=[O:40].[Cl:1][c:2]1[c:3]([C:4](=[O:5])[NH:6][CH2:7][C:8]2([OH:15])[CH2:9][CH2:10][CH2:11][CH2:12][CH2:13][CH2:14]2)[cH:16][c:17](-[n:20]2[n:21][cH:22][nH:23][c:24]2=[O:25])[cH:18][cH:19]1.[Cs+:30].[Cs+:31].[OH2:41]>>[Cl:1][c:2]1[c:3]([C:4](=[O:5])[NH:6][CH2:7][C:8]2([OH:15])[CH2:9][CH2:10][CH2:11][CH2:12][CH2:13][CH2:14]2)[cH:16][c:17](-[n:20]2[n:21][cH:22][n:23]([CH2:35][CH2:34][O:33][CH3:32])[c:24]2=[O:25])[cH:18][cH:19]1.